This data is from the Open Reaction Database (ORD), a public repository of structured organic reaction records. The task is: describe an organic reaction: reactants, conditions, products, and yield Starting materials: BrC1=C(OCCN2CCCC2)C=CC(=C1)I (1-[2-(2-bromo-4-iodo-phenoxy)-ethyl]-pyrrolidine), ClC1=CC=C(C=C1)C=1C=CC(=NC1)C#C (5-(4-chloro-phenyl)-2-ethynyl-pyridine). The product is BrC=1C=C(C=CC1OCCN1CCCC1)C#CC1=NC=C(C=C1)C1=CC=C(C=C1)Cl (2-[3-bromo-4-(2-pyrrolidin-1-yl-ethoxy)-phenylethynyl]-5-(4-chloro-phenyl)-pyridine). Reaction SMILES: [Br:1][C:2]1[CH:15]=[C:14](I)[CH:13]=[CH:12][C:3]=1[O:4][CH2:5][CH2:6][N:7]1[CH2:11][CH2:10][CH2:9][CH2:8]1.[Cl:17][C:18]1[CH:23]=[CH:22][C:21]([C:24]2[CH:25]=[CH:26][C:27]([C:30]#[CH:31])=[N:28][CH:29]=2)=[CH:20][CH:19]=1>>[Br:1][C:2]1[CH:15]=[C:14]([C:31]#[C:30][C:27]2[CH:26]=[CH:25][C:24]([C:21]3[CH:22]=[CH:23][C:18]([Cl:17])=[CH:19][CH:20]=3)=[CH:29][N:28]=2)[CH:13]=[CH:12][C:3]=1[O:4][CH2:5][CH2:6][N:7]1[CH2:11][CH2:10][CH2:9][CH2:8]1. Reported procedure: Prepared according to general working method I from 1-[2-(2-bromo-4-iodo-phenoxy)-ethyl]-pyrrolidine (278 mg, 0.34 mmol, 70%) and 5-(4-chloro-phenyl)-2-ethynyl-pyridine (110 mg, 0.52 mmol). Yields the product Cc1c(C(=O)c2ccc(O)cc2)oc2ccccc12. The reactants are COc1ccc(C(=O)CBr)cc1, O=C(CBr)c1ccc(Cl)cc1, COc1ccc(C(=O)c2oc3ccccc3c2C)cc1, O=Cc1ccccc1O, CC(=O)c1ccccc1O. RXN SMILES: [Br:20][CH2:21][C:22]([c:23]1[cH:24][cH:25][c:26]([O:27][CH3:28])[cH:29][cH:30]1)=[O:31].[Br:32][CH2:33][C:34]([c:35]1[cH:36][cH:37][c:38]([Cl:39])[cH:40][cH:41]1)=[O:42].[CH3:43][c:44]1[c:45]([C:53]([c:54]2[cH:55][cH:56][c:57]([O:60][CH3:61])[cH:58][cH:59]2)=[O:62])[o:46][c:47]2[c:48]1[cH:49][cH:50][cH:51][cH:52]2.[CH:11]([c:12]1[c:13]([OH:14])[cH:15][cH:16][cH:17][cH:18]1)=[O:19].[OH:1][c:2]1[cH:3][cH:4][cH:5][cH:6][c:7]1[C:8](=[O:9])[CH3:10]>>[CH3:43][c:44]1[c:45]([C:53]([c:54]2[cH:55][cH:56][c:57]([OH:60])[cH:58][cH:59]2)=[O:62])[o:46][c:47]2[c:48]1[cH:49][cH:50][cH:51][cH:52]2. Reactants: C(CC)(=O)Cl (propionyl chloride), NC=1C=C(C(=O)C2=CC=CC=C2)C=CC1N1CCOCC1 (3-amino-4-morpholino-benzophenone). Solvent: CC(=O)C (acetone), CC(=O)C (acetone). Conditions: time 30 minute. The product is Cl.C(CC)(=O)NC=1C=C(C(=O)C2=CC=CC=C2)C=CC1N1CCOCC1 (3-Propionylamino-4-morpholino-benzophenone HCl). Reaction SMILES: [C:1]([Cl:5])(=[O:4])[CH2:2][CH3:3].[NH2:6][C:7]1[CH:8]=[C:9]([CH:18]=[CH:19][C:20]=1[N:21]1[CH2:26][CH2:25][O:24][CH2:23][CH2:22]1)[C:10]([C:12]1[CH:17]=[CH:16][CH:15]=[CH:14][CH:13]=1)=[O:11]>CC(C)=O>[ClH:5].[C:1]([NH:6][C:7]1[CH:8]=[C:9]([CH:18]=[CH:19][C:20]=1[N:21]1[CH2:22][CH2:23][O:24][CH2:25][CH2:26]1)[C:10]([C:12]1[CH:13]=[CH:14][CH:15]=[CH:16][CH:17]=1)=[O:11])(=[O:4])[CH2:2][CH3:3] |f:3.4|. Reported procedure: A solution of 10.2 g. of propionyl chloride in 50 ml. of acetone is added dropwise, at room temperature to a stirred solution of 28 g. of 3-amino-4-morpholino-benzophenone in 560 ml. of acetone. After the addition the reaction mixture is stirred for additional 30 minutes at room temperature. The separated crystalline 3-pripionyl-amino-4-morpholino-benzophenone hydrochloride is filtered off, and washed with ether. 34 g. of the aimed compound are obtained; m.p.: 152°-153° C. Starting materials: CN1C(CC[C@@]2(C3=C(CC[C@@H]12)C=C(C=C3)S)C)=O ((+)-(4aR)-(10bR)-4-methyl-8-mercapto-10b-methyl-1,2,3,4,4a,-5,6,10b-octahydrobenzo[f]quinolin-3-one), C([O-])([O-])=O.[K+].[K+] (potassium carbonate), ClC1=NC(=NC2=CC=CC=C12)C1=CC=CC=C1 (4-chloro-2-phenyl-quinazoline), CN(C=O)C (dimethylformamide). Run in C(C)(=O)OCC (ethyl acetate). Yields the product CN1C(CC[C@@]2(C3=C(CC[C@@H]12)C=C(C=C3)SC3=NC(=NC1=CC=CC=C31)C3=CC=CC=C3)C)=O ((+)-(4aR)-(10bR)-4-methyl-8-(2-phenyl-4-quinazolinylthio)-10b-methyl-1,2,3,4,4a,5,6,10b-octahydrobenzo[f]quinolin-3-one). Yield: 63.3%. RXN SMILES: [CH3:1][N:2]1[C@H:11]2[C@@:6]([CH3:17])([C:7]3[CH:15]=[CH:14][C:13]([SH:16])=[CH:12][C:8]=3[CH2:9][CH2:10]2)[CH2:5][CH2:4][C:3]1=[O:18].C(=O)([O-])[O-].[K+].[K+].Cl[C:26]1[C:35]2[C:30](=[CH:31][CH:32]=[CH:33][CH:34]=2)[N:29]=[C:28]([C:36]2[CH:41]=[CH:40][CH:39]=[CH:38][CH:37]=2)[N:27]=1.CN(C)C=O>C(OCC)(=O)C>[CH3:1][N:2]1[C@H:11]2[C@@:6]([CH3:17])([C:7]3[CH:15]=[CH:14][C:13]([S:16][C:26]4[C:35]5[C:30](=[CH:31][CH:32]=[CH:33][CH:34]=5)[N:29]=[C:28]([C:36]5[CH:41]=[CH:40][CH:39]=[CH:38][CH:37]=5)[N:27]=4)=[CH:12][C:8]=3[CH2:9][CH2:10]2)[CH2:5][CH2:4][C:3]1=[O:18] |f:1.2.3|. Procedure details: A 15 mL round bottom flask was charged with (+)-(4aR)-(10bR)-4-methyl-8-mercapto-10b-methyl-1,2,3,4,4a,-5,6,10b-octahydrobenzo[f]quinolin-3-one (100 mg, 0.38 mmol), potassium carbonate (158 mg, 1.14 mmol), 4-chloro-2-phenyl-quinazoline (111 mg, 0.46 mmol) and 1 mL of anhydrous dimethylformamide, fitted with a reflux condenser, and the stirred mixture was heated at 60°, under nitrogen, for 18 h. The mixture was cooled, diluted with ethyl acetate (75 mL) and washed with brine (2×25 mL). The combin... Reactants: [OH-].[K+] (potassium hydroxide), CN(S(=O)(=O)C1=CC=C(C=C1)C)N=O (N-methyl N-nitroso-p-toluenesulfonamide), [N+](=[N-])=C (diazomethane), ClC1=C(C(=O)O)C=CC=N1 (2-chloronicotinic acid). Solvent: CCOCC (ether), O (water), C(C)O (ethanol), CO (methanol). The product is ClC1=NC=CC=C1C1=CC=CC=C1 (2-chloro-3-phenylpyridine). Yield: 91.4%. RXN SMILES: [OH-].[K+].CN(N=O)S([C:8]1[CH:13]=[CH:12][C:11]([CH3:14])=[CH:10][CH:9]=1)(=O)=O.[N+](=C)=[N-].[Cl:20][C:21]1[N:29]=[CH:28][CH:27]=[CH:26]C=1C(O)=O>CCOCC.CO.O.C(O)C>[Cl:20][C:21]1[C:14]([C:11]2[CH:10]=[CH:9][CH:8]=[CH:13][CH:12]=2)=[CH:26][CH:27]=[CH:28][N:29]=1 |f:0.1|. Reported procedure: A stirred solution of potassium hydroxide (22.6 g, 0.4 mole), ethanol (45.3 mL), and water (36 mL) was treated with N-methyl N-nitroso-p-toluenesulfonamide (22.6 g, 0.1 mole; Aldrich) in ether (204 mL) at 65°. The rate of addition of the solution was regulated by the rate of distillation of the ether diazomethane solution. A diazomethane generation kit containing all polished glass surfaces was used to distill the ethanol diazomethane solution which was received in two collection vessels connect...